From a dataset of the Open Reaction Database (ORD), a public repository of structured organic reaction records. describe an organic reaction: reactants, conditions, products, and yield Run at time 1 hour. RXN SMILES: [CH3:1][CH2:2][O:3][C:4]([C:6]1[N:7](C(OC(C)(C)C)=O)[C:8]2[C:13]([CH:14]=1)=[CH:12][C:11]([O:15][CH3:16])=[C:10]([CH3:17])[CH:9]=2)=[O:5].FC(F)(F)C(O)=O>ClCCl>[CH2:2]([O:3][C:4]([C:6]1[NH:7][C:8]2[C:13]([CH:14]=1)=[CH:12][C:11]([O:15][CH3:16])=[C:10]([CH3:17])[CH:9]=2)=[O:5])[CH3:1]. Product: C(C)OC(=O)C=1NC2=CC(=C(C=C2C1)OC)C (5-Methoxy-6-methyl-1H-indole-2-carboxylic acid ethyl ester). Reactants: CCOC(=O)C=1N(C2=CC(=C(C=C2C1)OC)C)C(=O)OC(C)(C)C (5-methoxy-6-methyl-indole-1,2-dicarboxylic acid 1-tert-butyl ester 2-ethyl ester), FC(C(=O)O)(F)F (trifluoroacetic acid). Isolated yield 97.0%. Solvent: ClCCl (dichloromethane). Reported procedure: A solution of 0.20 g (0.60 mmol) 5-methoxy-6-methyl-indole-1,2-dicarboxylic acid 1-tert-butyl ester 2-ethyl ester in 4 mL dichloromethane was cooled to 0° C. and 2 mL (3.0 g, 26.1 mmol) trifluoroacetic acid were added. The ice bath was removed and after stirring 1 h at room temperature the solution was evaporated to dryness. The residue was dissolved in dichloromethane, washed with aqueous 1M sodium hydroxide solution and brine, dried over magnesium sulfate, filtered and evaporated to afford the... The reactants are CC(=O)OC(C)(C)C, ClCCl, O=S(=O)(O)O, O=C(NC(COCc1ccccc1)C(=O)O)OCC1c2ccccc2-c2ccccc21. Yields the product CC(C)(C)OC(=O)C(COCc1ccccc1)NC(=O)OCC1c2ccccc2-c2ccccc21. As a reaction SMILES: [C:32]([O:33][C:36]([CH3:37])([CH3:38])[CH3:39])(=[O:34])[CH3:35].[Cl:45][CH2:46][Cl:47].[S:40](=[O:41])(=[O:42])([OH:43])[OH:44].[cH:1]1[cH:2][cH:3][cH:4][c:5]2[c:13]1[CH:12]([CH2:14][O:15][C:16](=[O:17])[NH:18][CH:19]([CH2:20][O:21][CH2:22][c:23]1[cH:24][cH:25][cH:26][cH:27][cH:28]1)[C:29](=[O:30])[OH:31])[c:11]1[c:6]-2[cH:7][cH:8][cH:9][cH:10]1>>[cH:1]1[cH:2][cH:3][cH:4][c:5]2[c:13]1[CH:12]([CH2:14][O:15][C:16](=[O:17])[NH:18][CH:19]([CH2:20][O:21][CH2:22][c:23]1[cH:24][cH:25][cH:26][cH:27][cH:28]1)[C:29]([O:30][C:36]([CH3:37])([CH3:38])[CH3:39])=[O:31])[c:11]1[c:6]-2[cH:7][cH:8][cH:9][cH:10]1. The reactants are CN(C(=N)C1=CC=C(C(=O)OCC)C=C1)C (Ethyl 4-(N,N-dimethylamidino)benzoate), Cl.ClCCN (2-chloroethylamine hydrochloride). The solvent is Cl (hydrochloric acid). Product: Cl.CN(C(=N)C1=CC=C(C(=O)O)C=C1)C (4-(N,N-dimethylamidino)benzoate hydrochloride). As a reaction SMILES: [CH3:1][N:2]([CH3:16])[C:3]([C:5]1[CH:15]=[CH:14][C:8]([C:9]([O:11]CC)=[O:10])=[CH:7][CH:6]=1)=[NH:4].Cl.[Cl:18]CCN>Cl>[ClH:18].[CH3:1][N:2]([CH3:16])[C:3]([C:5]1[CH:15]=[CH:14][C:8]([C:9]([OH:11])=[O:10])=[CH:7][CH:6]=1)=[NH:4] |f:1.2,4.5|. Procedure: Ethyl 4-(N,N-dimethylamidino)benzoate (compound of step 1 in Example 7) was heated under reflux in 6 N hydrochloric acid for 6 hours, and then the solvent was distilled off to obtain the title compound.